From a dataset of the Open Reaction Database (ORD), a public repository of structured organic reaction records. describe an organic reaction: reactants, conditions, products, and yield Starting materials: FC1=C(C=CC=C1F)CSC1=NC(=CC(=N1)NS(=O)(=O)N1CCC1)OC[C@@H]1OC2(OC1)CCCCC2 (N-[2-[[(2,3-difluorophenyl)methyl]thio]-6-[(2S)-1,4-dioxaspiro[4.5]dec-2-ylmethoxy]-4-pyrimidinyl]-1-azetidinesulfonamide), product, O (H2O), C1(=CC=C(C=C1)S(=O)(=O)[O-])C.[NH+]1=CC=CC=C1 (pyridinium p-toluenesulfonate). Solvent: CO (methanol). Reaction conditions: time 20 hour. The product is FC1=C(C=CC=C1F)CSC1=NC(=CC(=N1)NS(=O)(=O)N1CCC1)OC[C@@H](CO)O (N-[2-[[(2,3-difluorophenyl)methyl]thio]-6-[[(2R)-2,3-dihydroxypropyl]oxy]-4-pyrimidinyl]-1-azetidinesulfonamide). RXN SMILES: [F:1][C:2]1[C:7]([F:8])=[CH:6][CH:5]=[CH:4][C:3]=1[CH2:9][S:10][C:11]1[N:16]=[C:15]([NH:17][S:18]([N:21]2[CH2:24][CH2:23][CH2:22]2)(=[O:20])=[O:19])[CH:14]=[C:13]([O:25][CH2:26][C@H:27]2[CH2:31][O:30]C3(CCCCC3)[O:28]2)[N:12]=1.O.C1(C)C=CC(S([O-])(=O)=O)=CC=1.[NH+]1C=CC=CC=1>CO>[F:1][C:2]1[C:7]([F:8])=[CH:6][CH:5]=[CH:4][C:3]=1[CH2:9][S:10][C:11]1[N:16]=[C:15]([NH:17][S:18]([N:21]2[CH2:24][CH2:23][CH2:22]2)(=[O:20])=[O:19])[CH:14]=[C:13]([O:25][CH2:26][C@H:27]([OH:28])[CH2:31][OH:30])[N:12]=1 |f:2.3|. Reported procedure: To a solution of N-[2-[[(2,3-difluorophenyl)methyl]thio]-6-[(2S)-1,4-dioxaspiro[4.5]dec-2-ylmethoxy]-4-pyrimidinyl]-1-azetidinesulfonamide (the product of step ii) (0.34 g) in methanol (5 mL)/H2O (0.1 mL) was added pyridinium p-toluenesulfonate (78 mg) and the mixture was stirred at reflux for 2 h and then ambient temperature for 20 h. The reaction mixture was evaporated, suspended in H2O and extracted with EtOAc (×2). The combined organic layers were dried (MgSO4), filtered and evaporated. The ... Reaction SMILES: C(OC1N=C2C(N=C(OC)N2CCCCCl)=C(N)N=1)CCC.FC(F)(F)C(O)=O.[CH3:30][O:31][C:32]1[N:33]=[C:34]2[C:39]([N:40]=1)=[C:38]([NH2:41])[NH:37][C:36]([O:42][C@@H:43]([CH3:46])[CH2:44][CH3:45])=[N:35]2.Br[CH2:48][CH2:49][CH2:50][CH2:51][CH2:52][Cl:53]>>[Cl:53][CH2:52][CH2:51][CH2:50][CH2:49][CH2:48][N:33]1[C:32]([O:31][CH3:30])=[N:40][C:39]2[C:34]1=[N:35][C:36]([O:42][C@@H:43]([CH3:46])[CH2:44][CH3:45])=[N:37][C:38]=2[NH2:41] |f:1.2|. Starting materials: C(CCC)OC1=NC(=C2N=C(N(C2=N1)CCCCCl)OC)N (2-(Butyloxy)-9-(4-chlorobutyl)-8-(methyloxy)-9H-purin-6-amine), FC(C(=O)O)(F)F.COC=1N=C2N=C(NC(=C2N1)N)O[C@H](CC)C (8-(methyloxy)-2-{[(1S)-1-methylpropyl]oxy}-1H-purin-6-amine trifluoroacetate), BrCCCCCCl (1-bromo-5-chloropentane). Yields the product ClCCCCCN1C2=NC(=NC(=C2N=C1OC)N)O[C@H](CC)C (9-(5-Chloropentyl)-8-(methyloxy)-2-{[(1S)-1-methylpropyl]oxy}-9H-purin-6-amine). Reported procedure: Prepared similarly to Intermediate 14 from 8-(methyloxy)-2-{[(1S)-1-methylpropyl]oxy}-1H-purin-6-amine trifluoroacetate and 1-bromo-5-chloropentane.